This data is from the Open Reaction Database (ORD), a public repository of structured organic reaction records. The task is: describe an organic reaction: reactants, conditions, products, and yield Starting materials: COC1=CC(=C(C=C1)C1CNCC1)[N+](=O)[O-] (3-(4-methoxy-2-nitrophenyl)pyrrolidine), BrC=1C=C(C=CC1)OC (3-bromoanisole), COC1=CC(=C(C=C1)C1CN(CC1)C1=CC(=CC=C1)OC)[N+](=O)[O-] (3-(4-methoxy-2-nitrophenyl)-1-(3-methoxyphenyl)pyrrolidine). Product: COC=1C=CC(=C(C1)N)C1CN(CC1)C1=CC(=CC=C1)OC (5-Methoxy-2-[1-(3-methoxyphenyl)pyrrolidin-3-yl]phenylamine). Isolated yield 102.3%. RXN SMILES: COC1C=CC(C2CCNC2)=C([N+]([O-])=O)C=1.BrC1C=C(OC)C=CC=1.[CH3:26][O:27][C:28]1[CH:33]=[CH:32][C:31]([CH:34]2[CH2:38][CH2:37][N:36]([C:39]3[CH:44]=[CH:43][CH:42]=[C:41]([O:45][CH3:46])[CH:40]=3)[CH2:35]2)=[C:30]([N+:47]([O-])=O)[CH:29]=1>>[CH3:26][O:27][C:28]1[CH:33]=[CH:32][C:31]([CH:34]2[CH2:38][CH2:37][N:36]([C:39]3[CH:44]=[CH:43][CH:42]=[C:41]([O:45][CH3:46])[CH:40]=3)[CH2:35]2)=[C:30]([NH2:47])[CH:29]=1. Procedure: Synthesized from 3-(4-methoxy-2-nitrophenyl)pyrrolidine and 3-bromoanisole according to an analogous synthetic method to Example 116 described below, 3-(4-methoxy-2-nitrophenyl)-1-(3-methoxyphenyl)pyrrolidine (156 mg) was used according to an analogous synthetic method to Example 22 to provide the title compound (145 mg).